Task: describe an organic reaction: reactants, conditions, products, and yield. Dataset: the Open Reaction Database (ORD), a public repository of structured organic reaction records Product: Cc1c(NS(C)(=O)=O)cccc1N(Cc1ccccc1)Cc1ccc(Oc2cccc(OCCCC(=O)NC3CCOC3=O)c2)cc1. The reactants are Br, Cc1c(NS(C)(=O)=O)cccc1N(Cc1ccccc1)Cc1ccc(Oc2cccc(OCCCC(=O)O)c2)cc1, NC1CCOC1=O. As a reaction SMILES: [BrH:42].[CH2:1]([c:2]1[cH:3][cH:4][cH:5][cH:6][cH:7]1)[N:8]([c:9]1[c:10]([CH3:20])[c:11]([NH:15][S:16](=[O:17])(=[O:18])[CH3:19])[cH:12][cH:13][cH:14]1)[CH2:21][c:22]1[cH:23][cH:24][c:25]([O:26][c:27]2[cH:28][c:29]([O:30][CH2:31][CH2:32][CH2:33][C:34](=[O:35])[OH:36])[cH:37][cH:38][cH:39]2)[cH:40][cH:41]1.[NH2:43][CH:44]1[C:45](=[O:46])[O:47][CH2:48][CH2:49]1>>[CH2:1]([c:2]1[cH:3][cH:4][cH:5][cH:6][cH:7]1)[N:8]([c:9]1[c:10]([CH3:20])[c:11]([NH:15][S:16](=[O:17])(=[O:18])[CH3:19])[cH:12][cH:13][cH:14]1)[CH2:21][c:22]1[cH:23][cH:24][c:25]([O:26][c:27]2[cH:28][c:29]([O:30][CH2:31][CH2:32][CH2:33][C:34](=[O:35])[NH:43][CH:44]3[C:45](=[O:46])[O:47][CH2:48][CH2:49]3)[cH:37][cH:38][cH:39]2)[cH:40][cH:41]1. Starting materials: O=S1(CCN(CC2=C1C=CC=C2)C2=NC1=CC=C(C=C1C(=C2)CCC(=O)OCC)CC)=O (ethyl 3-[2-(1,1-dioxido-2,3-dihydro-1,4-benzothiazepin-4(5H)-yl)-6-ethylquinolin-4-yl]propanoate), [OH-].[Li+] (lithium hydroxide), Cl (hydrochloric acid). The solvent is CO (methanol). Conditions: time 4 hour. Product: O=S1(CCN(CC2=C1C=CC=C2)C2=NC1=CC=C(C=C1C(=C2)CCC(=O)O)CC)=O (3-[2-(1,1-dioxido-2,3-dihydro-1,4-benzothiazepin-4(5H)-yl)-6-ethylquinolin-4-yl]propanoic acid). The yield is 53.5%. As a reaction SMILES: [O:1]=[S:2]1(=[O:32])[C:8]2[CH:9]=[CH:10][CH:11]=[CH:12][C:7]=2[CH2:6][N:5]([C:13]2[CH:22]=[C:21]([CH2:23][CH2:24][C:25]([O:27]CC)=[O:26])[C:20]3[C:15](=[CH:16][CH:17]=[C:18]([CH2:30][CH3:31])[CH:19]=3)[N:14]=2)[CH2:4][CH2:3]1.[OH-].[Li+].Cl>CO>[O:32]=[S:2]1(=[O:1])[C:8]2[CH:9]=[CH:10][CH:11]=[CH:12][C:7]=2[CH2:6][N:5]([C:13]2[CH:22]=[C:21]([CH2:23][CH2:24][C:25]([OH:27])=[O:26])[C:20]3[C:15](=[CH:16][CH:17]=[C:18]([CH2:30][CH3:31])[CH:19]=3)[N:14]=2)[CH2:4][CH2:3]1 |f:1.2|. Procedure: To a solution of ethyl 3-[2-(1,1-dioxido-2,3-dihydro-1,4-benzothiazepin-4(5H)-yl)-6-ethylquinolin-4-yl]propanoate (100 mg, 0.22 mmol) in methanol (2 mL) was added an aqueous solution of lithium hydroxide (20.6 mg in 2 mL of water) and the resulting mixture was stirred at room temperature for 4 hours. The reacting mixture was acidified to pH 4 with an aqueous solution of hydrochloric acid (5 N), and then extracted with ethyl acetate (10 mL×3). The organic layers were dried over sodium sulfate and... Starting materials: NC1=NNC=C1 (3-aminopyrazole), CC(C)(C)OC(=O)C1=C(NC=2N(C1C(C)C)N=CC2)C (4,7-Dihydro-5-methyl-7-(1-methylethyl)pyrazolo[1,5-a]pyrimidine-6-carboxylic acid 1,1-dimethylethyl ester). The product is CC=1NC=2N(CC1C(=O)N1CCN(CC1)C1=CC=CC=C1)N=CC2 (1-[(4,7-Dihydro-5-methylpyrazolo[1,5-a]pyrimidin-6-yl)carbonyl]-4-phenylpiperazine). As a reaction SMILES: N[C:2]1[CH:6]=[CH:5][NH:4]N=1.CC(O[C:12]([C:14]1[CH:19](C(C)C)[N:18]2[N:23]=[CH:24][CH:25]=[C:17]2[NH:16][C:15]=1[CH3:26])=[O:13])(C)C>>[CH3:26][C:15]1[NH:16][C:17]2[N:18]([N:23]=[CH:24][CH:25]=2)[CH2:19][C:14]=1[C:12]([N:16]1[CH2:17][CH2:25][N:4]([C:5]2[CH:6]=[CH:2][CH:19]=[CH:14][CH:12]=2)[CH2:26][CH2:15]1)=[O:13]. Reported procedure: Condensation of compound 3 and compound 4 as described in Example 18, Method 2 Step C provided the title compound. Reverse Phase LC/MS: YMC S5 ODS 4.6×50 mm Ballistic column, UV detection at 220λ, 4 min. gradient 0-100% Solvent B/A (Solvent A: 10% MeOH/H2O with 0.1% TFA, Solvent B: 90% MeOH/H2O with 0.1% TFA), 4 mL/min. Rt=1.96 min, (87% pure). (M+H: 323). Starting materials: C(C)(C)(C)OC(N[C@H]1[C@H](OCCC1)C=CC1=CC=CC=C1)=O ([(2R,3R)-2-styryl-tetrahydro-pyran-3-yl]-carbamic acid tert-butyl ester), O=[O+][O-] (ozone). Run in CO (methanol). Run at temperature 23 celsius. Product: C(C)(C)(C)OC(N[C@H]1[C@@H](OCCC1)C=O)=O ([(2R,3R)-2-formyl-tetrahydro-pyran-3-yl]-carbamic acid tert-butyl ester). Isolated yield 98.0%. Reaction SMILES: [C:1]([O:5][C:6](=[O:22])[NH:7][C@@H:8]1[CH2:13][CH2:12][CH2:11][O:10][C@@H:9]1[CH:14]=CC1C=CC=CC=1)([CH3:4])([CH3:3])[CH3:2].[O:23]=[O+][O-]>CO>[C:1]([O:5][C:6](=[O:22])[NH:7][C@@H:8]1[CH2:13][CH2:12][CH2:11][O:10][C@H:9]1[CH:14]=[O:23])([CH3:2])([CH3:3])[CH3:4]. Procedure details: Through a stirring solution of [(2R,3R)-2-styryl-tetrahydro-pyran-3-yl]-carbamic acid tert-butyl ester (27 mg, 0.089 mmol) in methanol (2 mL) at −78° C. was bubbled ozone until the reaction solution was blue in color. Excess triphenylphosine (500 mg) was added, and the reaction was allowed to warm to 23° C. The resulting mixture was concentrated and purified by flash chromatography (SiO2, 7-40% ethyl acetate in hexanes) to give the desired aldehyde (20 mg, 98%) as a pale yellow oil. MS (APCI), m... Reactants: C1(O)=CC(O)=CC=C1 (resorcinol), C(C)C1CCC(CC1)O (4-ethylcyclohexanol), C1(=CC=CC=C1)P(C1=CC=CC=C1)C1=CC=CC=C1 (triphenylphosphine), N(=NC(=O)OC(C)C)C(=O)OC(C)C (diisopropyl azodicarboxylate). Run in O1CCCC1 (tetrahydrofuran), O1CCCC1 (tetrahydrofuran). Run at time 12 hour. Product: C(C)C1CCC(CC1)OC=1C=C(C=CC1)O (3-(4-ethylcyclohexyloxy)phenol). Yield: 27.0%. Reaction SMILES: [C:1]1([CH:8]=[CH:7][CH:6]=[C:4]([OH:5])[CH:3]=1)[OH:2].[CH2:9]([CH:11]1[CH2:16][CH2:15][CH:14](O)[CH2:13][CH2:12]1)[CH3:10].C1(P(C2C=CC=CC=2)C2C=CC=CC=2)C=CC=CC=1.N(C(OC(C)C)=O)=NC(OC(C)C)=O>O1CCCC1>[CH2:9]([CH:11]1[CH2:16][CH2:15][CH:14]([O:2][C:1]2[CH:3]=[C:4]([OH:5])[CH:6]=[CH:7][CH:8]=2)[CH2:13][CH2:12]1)[CH3:10]. Reported procedure: In a four necked flask (2 L) sufficiently dried, substituted with nitrogen, and equipped with a dropping funnel, Dimroth condenser tube, thermometer and stirring blade, resorcinol (72 g, 0.65 mol), 4-ethylcyclohexanol (92 g, 0.72 mol) and triphenylphosphine (185 g, 0.70 mol) were dissolved in dried tetrahydrofuran (700 ml) under a nitrogen gas stream, and a mixed solution of diisopropyl azodicarboxylate (132 g, 0.65 mol) and dried tetrahydrofuran (180 ml) was dropped for 1 hour while cooling wit... The reactants are FC(C(C(=O)[O-])(O)C(F)(F)F)(F)F.[K+] (potassium 3,3,3-trifluoro-2-trifluoromethyl-2-hydroxypropionate), C([O-])([O-])=O.[K+].[K+] (potassium carbonate), ClCl (chlorine). Run in O (water). Conditions: temperature 40 celsius. Product: O.FC(C(=O)C(F)(F)F)(F)F (Hexafluoroacetone hydrate). RXN SMILES: [F:1][C:2]([F:13])([F:12])[C:3]([C:8]([F:11])([F:10])[F:9])([OH:7])C([O-])=[O:5].[K+].C(=O)([O-])[O-].[K+].[K+].ClCl>O>[OH2:5].[F:1][C:2]([F:13])([F:12])[C:3]([C:8]([F:11])([F:10])[F:9])=[O:7] |f:0.1,2.3.4,7.8|. Procedure: In a 50-ml three-necked flask were placed 7.85 g (17.8 mmol) of the 56.8% aqueous potassium 3,3,3-trifluoro-2-trifluoromethyl-2-hydroxypropionate solution prepared in Reference Example 1 and 2.46 g (17.8 mmol) of potassium carbonate. 16 g of water was added to dissolve the mixture. The pH was 13. The reaction was performed by blowing chlorine gas at 20 ml/min for 37 minutes (33 mmol, 1.85 eq.) while stirring the solution under heat at 40° C. in a water bath. The pH when the reaction was complete...